From a dataset of the Open Reaction Database (ORD), a public repository of structured organic reaction records. describe an organic reaction: reactants, conditions, products, and yield The reactants are FC1=CC=C(C=C1)C(C1CCNCC1)C1=CC=C(C=C1)F (4-[bis(4-fluorophenyl)methyl]piperidine), ClCCCOC1=CC(=CC(=C1)OC)OC (1-(3-chloropropoxy)-3,5-dimethoxybenzene), C([O-])([O-])=O.[K+].[K+] (potassium carbonate), [I-].[K+] (potassium iodide). Run in CCCCCC.C(C)(=O)OCC (hexane ethyl acetate), C(CCC)O (1-butanol), C(C)(=O)OCC.C(OC)COC (ethyl acetate dimethoxyethane). The product is FC1=CC=C(C=C1)C(C1CCN(CC1)CCCOC1=CC(=CC(=C1)OC)OC)C1=CC=C(C=C1)F (4-[Bis(4-fluorophenyl)methyl]-1-[3-(3,5-dimethoxyphenoxy)propyl]piperidine). Reaction SMILES: [F:1][C:2]1[CH:7]=[CH:6][C:5]([CH:8]([C:15]2[CH:20]=[CH:19][C:18]([F:21])=[CH:17][CH:16]=2)[CH:9]2[CH2:14][CH2:13][NH:12][CH2:11][CH2:10]2)=[CH:4][CH:3]=1.Cl[CH2:23][CH2:24][CH2:25][O:26][C:27]1[CH:32]=[C:31]([O:33][CH3:34])[CH:30]=[C:29]([O:35][CH3:36])[CH:28]=1.C(=O)([O-])[O-].[K+].[K+].[I-].[K+]>C(O)CCC.C(OCC)(=O)C.C(COC)OC.CCCCCC.C(OCC)(=O)C>[F:21][C:18]1[CH:17]=[CH:16][C:15]([CH:8]([C:5]2[CH:6]=[CH:7][C:2]([F:1])=[CH:3][CH:4]=2)[CH:9]2[CH2:14][CH2:13][N:12]([CH2:23][CH2:24][CH2:25][O:26][C:27]3[CH:32]=[C:31]([O:33][CH3:34])[CH:30]=[C:29]([O:35][CH3:36])[CH:28]=3)[CH2:11][CH2:10]2)=[CH:20][CH:19]=1 |f:2.3.4,5.6,8.9,10.11|. Procedure details: A mixture of 5.51 g (0.019 mole) of 4-[bis(4-fluorophenyl)methyl]piperidine, 4.42 g (0.019 mole) of 1-(3-chloropropoxy)-3,5-dimethoxybenzene and potassium carbonate (5.53 g, 0.04 mole) was heated overnight at reflux in 350 ml of 1-butanol containing potassium iodide (0.3 g). The reaction mixture was stripped to dryness and the residue partitioned between chloroform-5% sodium hydroxide and chloroform-water. Removal of chloroform gave a brown oil. The oil was subjected to chromatography on a silic... Starting materials: ClC1=CC(=C(C=C1)C(CC(=O)C=1C=CC(N(C1)C)=O)C1=CC=C(C=C1)O)C (5-[3-(4-Chloro-2-methyl-phenyl)-3-(4-hydroxy-phenyl)-propionyl]-1-methyl-1H-pyridin-2-one), BrCCCC(=O)OC (methyl 4-bromobutyrate), C([O-])([O-])=O.[Cs+].[Cs+] (cesium carbonate). Run in CN(C(C)=O)C (N,N-dimethylacetamide). Yields the product COC(CCCOC1=CC=C(C=C1)C(CC(=O)C1=CN(C(C=C1)=O)C)C1=C(C=C(C=C1)Cl)C)=O (4-{4-[1-(4-Chloro-2-methyl-phenyl)-3-(1-methyl-6-oxo-1,6-dihydro-pyridin-3-yl)-3-oxo-propyl]-phenoxy}-butyric acid methyl ester). Reaction SMILES: [Cl:1][C:2]1[CH:7]=[CH:6][C:5]([CH:8]([C:20]2[CH:25]=[CH:24][C:23]([OH:26])=[CH:22][CH:21]=2)[CH2:9][C:10]([C:12]2[CH:13]=[CH:14][C:15](=[O:19])[N:16]([CH3:18])[CH:17]=2)=[O:11])=[C:4]([CH3:27])[CH:3]=1.Br[CH2:29][CH2:30][CH2:31][C:32]([O:34][CH3:35])=[O:33].C(=O)([O-])[O-].[Cs+].[Cs+]>CN(C)C(=O)C>[CH3:35][O:34][C:32](=[O:33])[CH2:31][CH2:30][CH2:29][O:26][C:23]1[CH:22]=[CH:21][C:20]([CH:8]([C:5]2[CH:6]=[CH:7][C:2]([Cl:1])=[CH:3][C:4]=2[CH3:27])[CH2:9][C:10]([C:12]2[CH:13]=[CH:14][C:15](=[O:19])[N:16]([CH3:18])[CH:17]=2)=[O:11])=[CH:25][CH:24]=1 |f:2.3.4|. Reported procedure: In analogy to example 221, step 6, 5-[3-(4-chloro-2-methyl-phenyl)-3-(4-hydroxy-phenyl)-propionyl]-1-methyl-1H-pyridin-2-one (example 346, step 1) was reacted with methyl 4-bromobutyrate in N,N-dimethylacetamide in the presence of cesium carbonate to give the title compound as a colourless foam, MS (ESI+): m/z=482.2 [M+H]+. Reactants: FC(C1=C(C=CC=C1)B(O)O)(F)F (2-trifluoromethylphenyl boronic acid), COC(CCC1=C(C=C(C=C1)OC1=CC(=CC=C1)OC1=C(C=C(C=C1)C(F)(F)F)Br)C)=O (3-{4-[3-(2-bromo-4-trifluoromethyl-phenoxy)-phenoxy]-2-methyl-phenyl}-propionic acid methyl ester). The product is FC(C=1C=CC(=C(C1)C1=C(C=CC=C1)C(F)(F)F)OC=1C=C(OC2=CC(=C(C=C2)CCC(=O)O)C)C=CC1)(F)F (3-{4-[3-(5,2′-Bis-trifluoromethyl-biphenyl-2-yloxy)-phenoxy]-2-methyl-phenyl}-propionic acid). As a reaction SMILES: [F:1][C:2]([F:13])([F:12])[C:3]1C=CC=C[C:4]=1B(O)O.C[O:15][C:16](=[O:45])[CH2:17][CH2:18][C:19]1[CH:24]=[CH:23][C:22]([O:25][C:26]2[CH:31]=[CH:30][CH:29]=[C:28]([O:32][C:33]3[CH:38]=[CH:37][C:36]([C:39]([F:42])([F:41])[F:40])=[CH:35][C:34]=3Br)[CH:27]=2)=[CH:21][C:20]=1[CH3:44]>>[F:1][C:2]([F:13])([F:12])[C:3]1[CH:37]=[CH:38][C:33]([O:32][C:28]2[CH:27]=[C:26]([CH:31]=[CH:30][CH:29]=2)[O:25][C:22]2[CH:23]=[CH:24][C:19]([CH2:18][CH2:17][C:16]([OH:15])=[O:45])=[C:20]([CH3:44])[CH:21]=2)=[C:34]([C:35]2[CH:19]=[CH:18][CH:17]=[CH:16][C:36]=2[C:39]([F:41])([F:42])[F:40])[CH:4]=1. Procedure details: The title compound is prepared according to Example 89 by using 2-trifluoromethylphenyl boronic acid and 3-{4-[3-(2-bromo-4-trifluoromethyl-phenoxy)-phenoxy]-2-methyl-phenyl}-propionic acid methyl ester to afford about 108 mg (68%). 1H NMR (400 MHz, CDCl3); MS (ES+) m/z mass calcd for C30H22O4F6 560, found 561 (M+1,100%).